This data is from the Open Reaction Database (ORD), a public repository of structured organic reaction records. The task is: describe an organic reaction: reactants, conditions, products, and yield Starting materials: C(C1=CC=CC=C1)OC=1C(=C(C2=CC(=C(C=C2C1)OCC1=CC=CC=C1)Br)F)N1CC(NS1(=O)=O)=O (5-(3,6-bis-benzyloxy-7-bromo-1-fluoronaphthalen-2-yl)-1,1-dioxo-[1,2,5]thiadiazolidin-3-one), B(Br)(Br)Br (BBr3). The solvent is C(Cl)Cl (CH2Cl2). Conditions: temperature 0 celsius, time 5 minute. Product: BrC1=C(C=C2C=C(C(=C(C2=C1)F)N1CC(NS1(=O)=O)=O)O)O (5-(7-Bromo-1-fluoro-3,6-dihydroxynaphthalen-2-yl)-1,1-dioxo-[1,2,5]thiadiazolidin-3-one). RXN SMILES: C([O:8][C:9]1[C:10]([N:29]2[S:33](=[O:35])(=[O:34])[NH:32][C:31](=[O:36])[CH2:30]2)=[C:11]([F:28])[C:12]2[C:17]([CH:18]=1)=[CH:16][C:15]([O:19]CC1C=CC=CC=1)=[C:14]([Br:27])[CH:13]=2)C1C=CC=CC=1.B(Br)(Br)Br>C(Cl)Cl>[Br:27][C:14]1[CH:13]=[C:12]2[C:17]([CH:18]=[C:9]([OH:8])[C:10]([N:29]3[S:33](=[O:35])(=[O:34])[NH:32][C:31](=[O:36])[CH2:30]3)=[C:11]2[F:28])=[CH:16][C:15]=1[OH:19]. Reported procedure: To a solution of 5-(3,6-bis-benzyloxy-7-bromo-1-fluoronaphthalen-2-yl)-1,1-dioxo-[1,2,5]thiadiazolidin-3-one (232 mg, 0.406 mmol) in CH2Cl2 (3 mL) at 0° C. under nitrogen is added BBr3 (0.731 mL, 0.731 mmol). The reaction is stirred at 0° C. for 5 min then the mixture is quenched with 1N HCl (50 mL) and is extracted 3 times with EtOAc, dried over Na2SO4 and washed with brine. The organic layer is concentrated under reduced pressure and purified on reverse phase HPLC using a gradient of 10-20% Me... Reactants: TEA, P(=O)([O-])(Cl)Cl (dichlorophosphate), ClC1=CC=C(C=C1)O (p-chlorophenol), O=P(Cl)(Cl)Cl (POCl3). Run in CCOCC (Et2O). Yields the product P(=O)(OC1=CC(=C(C=C1)Cl)Cl)(Cl)Cl (3,4-Dichloro-phenyl dichlorophosphate), oil. Isolated yield 45.0%. As a reaction SMILES: [Cl:1][C:2]1[CH:7]=[CH:6][C:5]([OH:8])=[CH:4][CH:3]=1.[O:9]=[P:10](Cl)([Cl:12])[Cl:11].P(Cl)([Cl:17])([O-])=O>CCOCC>[P:10]([Cl:12])([Cl:11])([O:8][C:5]1[CH:6]=[CH:7][C:2]([Cl:1])=[C:3]([Cl:17])[CH:4]=1)=[O:9]. Reported procedure: 3,4-Dichloro-phenyl dichlorophosphate was prepared as described in Example 2 from p-chlorophenol (3.79 g, 0.023 mol), POCl3 (2.17 mL, 0.023 mol) and TEA (3.25 mL, 0.023 mol) and dry Et2O (25 mL).The dichlorophosphate 11c was obtained as a yellow clear oil (2.93 g, 0.0105 mol, 45%) and used without further purification. Product: C(C)N1C(=NC2=C1C=CC=1C=CC=NC21)O (3-Ethyl-2-hydroxyimidazo[4,5-h]quinoline). Solvent: O (water), O (water). Reaction conditions: temperature 140 celsius. Procedure: 22.4 g (0.12 mol) of 8-amino-7-ethylaminoquinoline and 9 g (0.15 mol) of urea are heated at 160° C. for 2 h, stirring vigorously. The mixture is allowed to cool to 140° C., and 50 ml of water are slowly added dropwise. After further cooling to 100° C., another 100 ml of water are added. The precipitate is filtered off with suction, washed again with hot water and dried under reduced pressure. Reactants: NC=1C(=CC=C2C=CC=NC12)NCC (8-amino-7-ethylaminoquinoline), NC(=O)N (urea). Reaction SMILES: [NH2:1][C:2]1[C:3]([NH:12][CH2:13][CH3:14])=[CH:4][CH:5]=[C:6]2[C:11]=1[N:10]=[CH:9][CH:8]=[CH:7]2.N[C:16](N)=[O:17]>O>[CH2:13]([N:12]1[C:3]2[CH:4]=[CH:5][C:6]3[CH:7]=[CH:8][CH:9]=[N:10][C:11]=3[C:2]=2[N:1]=[C:16]1[OH:17])[CH3:14]. Reactants: CC#N, Nc1cc(-c2ccc(CC(=O)O)cc2)nc2c(-c3cnc4ccccc4c3)cnn12, O=C1CCC(=O)N1Br. Product: Nc1c(Br)c(-c2ccc(CC(=O)O)cc2)nc2c(-c3cnc4ccccc4c3)cnn12. Reaction SMILES: [CH3:39][C:40]#[N:41].[NH2:9][c:10]1[cH:11][c:12](-[c:29]2[cH:30][cH:31][c:32]([CH2:35][C:36](=[O:37])[OH:38])[cH:33][cH:34]2)[n:13][c:14]2[n:15]1[n:16][cH:17][c:18]2-[c:19]1[cH:20][n:21][c:22]2[cH:23][cH:24][cH:25][cH:26][c:27]2[cH:28]1.[O:1]=[C:2]1[N:3]([Br:8])[C:4](=[O:5])[CH2:6][CH2:7]1>>[Br:8][c:11]1[c:10]([NH2:9])[n:15]2[c:14]([n:13][c:12]1-[c:29]1[cH:30][cH:31][c:32]([CH2:35][C:36](=[O:37])[OH:38])[cH:33][cH:34]1)[c:18](-[c:19]1[cH:20][n:21][c:22]3[cH:23][cH:24][cH:25][cH:26][c:27]3[cH:28]1)[cH:17][n:16]2. The reactants are Fc1ccc(SCCCBr)cc1, O=C([O-])[O-], CCc1cc2cc(F)ccc2n1C1CCN(Cc2ccccc2)CC1, CC#N, [K+], [K+]. The product is CCc1cc2cc(F)ccc2n1C1CCN(CCCSc2ccc(F)cc2)CC1. As a reaction SMILES: [Br:26][CH2:27][CH2:28][CH2:29][S:30][c:31]1[cH:32][cH:33][c:34]([F:37])[cH:35][cH:36]1.[C:38](=[O:39])([O-:40])[O-:41].[CH2:1]([c:2]1[cH:3][cH:4][cH:5][cH:6][cH:7]1)[N:8]1[CH2:9][CH2:10][CH:11]([n:14]2[c:15]([CH2:24][CH3:25])[cH:16][c:17]3[cH:18][c:19]([F:23])[cH:20][cH:21][c:22]23)[CH2:12][CH2:13]1.[CH3:44][C:45]#[N:46].[K+:42].[K+:43]>>[CH2:1]([N:8]1[CH2:9][CH2:10][CH:11]([n:14]2[c:15]([CH2:24][CH3:25])[cH:16][c:17]3[cH:18][c:19]([F:23])[cH:20][cH:21][c:22]23)[CH2:12][CH2:13]1)[CH2:28][CH2:29][S:30][c:31]1[cH:32][cH:33][c:34]([F:37])[cH:35][cH:36]1. Reactants: Cc1cn(CCCCN2CCN(c3cc(C(F)(F)F)nc(C(C)(C)C)n3)CC2)c(=O)nc1SC#N, CC#N, [K+], [K+], O=C([O-])[O-], Oc1ccccc1. The product is Cc1cn(CCCCN2CCN(c3cc(C(F)(F)F)nc(C(C)(C)C)n3)CC2)c(=O)nc1Oc1ccccc1. Reaction SMILES: [C:14]([CH3:15])([CH3:16])([CH3:17])[c:18]1[n:19][c:20]([C:45]([F:46])([F:47])[F:48])[cH:21][c:22]([N:24]2[CH2:25][CH2:26][N:27]([CH2:30][CH2:31][CH2:32][CH2:33][n:34]3[c:35](=[O:44])[n:36][c:37]([S:41][C:42]#[N:43])[c:38]([CH3:40])[cH:39]3)[CH2:28][CH2:29]2)[n:23]1.[CH3:49][C:50]#[N:51].[K+:8].[K+:9].[O-:10][C:11]([O-:12])=[O:13].[OH:1][c:2]1[cH:3][cH:4][cH:5][cH:6][cH:7]1>>[O:1]([c:2]1[cH:3][cH:4][cH:5][cH:6][cH:7]1)[c:37]1[n:36][c:35](=[O:44])[n:34]([CH2:33][CH2:32][CH2:31][CH2:30][N:27]2[CH2:26][CH2:25][N:24]([c:22]3[cH:21][c:20]([C:45]([F:46])([F:47])[F:48])[n:19][c:18]([C:14]([CH3:15])([CH3:16])[CH3:17])[n:23]3)[CH2:29][CH2:28]2)[cH:39][c:38]1[CH3:40].